The task is: describe an organic reaction: reactants, conditions, products, and yield. This data is from the Open Reaction Database (ORD), a public repository of structured organic reaction records. Reactants: FC(F)(F)c1ccc(CBr)o1, Cc1noc2cc3c(cc12)C1(CO3)C(=O)Nc2ccccc21, ClCc1ccncn1, O=C1Nc2ccccc2C12COc1cc3c(cc12)CCO3. Product: O=C1N(Cc2ccncn2)c2ccccc2C12COc1cc3c(cc12)CCO3. Reaction SMILES: [Br:52][CH2:53][c:54]1[o:55][c:56]([C:57]([F:58])([F:59])[F:60])[cH:61][cH:62]1.[CH3:22][c:23]1[c:24]2[cH:25][c:26]3[c:39]([cH:40][c:41]2[o:42][n:43]1)[O:38][CH2:37][C:27]31[c:28]2[c:29]([cH:30][cH:31][cH:32][cH:33]2)[NH:34][C:35]1=[O:36].[Cl:44][CH2:45][c:46]1[n:47][cH:48][n:49][cH:50][cH:51]1.[NH:1]1[C:2](=[O:21])[C:3]2([c:4]3[c:5]([cH:8][c:9]4[c:13]([cH:14]3)[CH2:12][CH2:11][O:10]4)[O:6][CH2:7]2)[c:15]2[cH:16][cH:17][cH:18][cH:19][c:20]21>>[N:1]1([CH2:45][c:46]2[n:47][cH:48][n:49][cH:50][cH:51]2)[C:2](=[O:21])[C:3]2([c:4]3[c:5]([cH:8][c:9]4[c:13]([cH:14]3)[CH2:12][CH2:11][O:10]4)[O:6][CH2:7]2)[c:15]2[cH:16][cH:17][cH:18][cH:19][c:20]21. The product is CNc1cc(Cl)nc(C#N)c1N. RXN SMILES: [CH3:20][CH2:21][O:22][C:23](=[O:24])[CH3:25].[CH3:28][CH2:29][OH:30].[Cl:6][c:7]1[cH:8][c:9]([NH:18][CH3:19])[c:10]([N+:15]([O-:16])=[O:17])[c:11]([C:13]#[N:14])[n:12]1.[NH4+:26].[OH-:27].[OH2:1].[OH2:2].[Sn:3]([Cl:4])[Cl:5]>>[Cl:6][c:7]1[cH:8][c:9]([NH:18][CH3:19])[c:10]([NH2:15])[c:11]([C:13]#[N:14])[n:12]1. Reactants: CCOC(C)=O, CCO, CNc1cc(Cl)nc(C#N)c1[N+](=O)[O-], [NH4+], [OH-], O, O, Cl[Sn]Cl. Starting materials: C(C)(C)(C)OC(=O)N1[C@@H](C[C@H](C1)O)C ((2R,4R)-1-(t-butoxycarbonyl)-4-hydroxy-2-methylpyrrolidine), C1(=CC=C(C=C1)S(=O)(=O)Cl)C (p-toluenesulfonyl chloride), O (water). Solvent: ClCCl (dichloromethane), C(C)N(CC)CC (triethylamine). Run at time 8 hour. The product is C(C)(C)(C)OC(=O)N1[C@@H](C[C@H](C1)OS(=O)(=O)C1=CC=C(C=C1)C)C ((2R,4R)-1-(t-butoxycarbonyl)-2-methyl-4-(p-toluenesulfonyloxy)pyrrolidine). Isolated yield 85.5%. Reaction SMILES: [C:1]([O:5][C:6]([N:8]1[CH2:12][C@H:11]([OH:13])[CH2:10][C@H:9]1[CH3:14])=[O:7])([CH3:4])([CH3:3])[CH3:2].[C:15]1([CH3:25])[CH:20]=[CH:19][C:18]([S:21](Cl)(=[O:23])=[O:22])=[CH:17][CH:16]=1.O>ClCCl.C(N(CC)CC)C>[C:1]([O:5][C:6]([N:8]1[CH2:12][C@H:11]([O:13][S:21]([C:18]2[CH:19]=[CH:20][C:15]([CH3:25])=[CH:16][CH:17]=2)(=[O:23])=[O:22])[CH2:10][C@H:9]1[CH3:14])=[O:7])([CH3:4])([CH3:2])[CH3:3]. Procedure details: To a solution of 1.02 g of (2R,4R)-1-(t-butoxycarbonyl)-4-hydroxy-2-methylpyrrolidine (J. Med. Chem., 1988, 31, 1598-1611) in 10 ml of anhydrous dichloromethane, 1.7 ml of triethylamine and 1.16 g of p-toluenesulfonyl chloride were added, and then the mixture was stirred at room temperature overnight. The reaction solution was mixed with water, and followed by extraction with ethyl acetate twice. The organic layers were combined, washed in turn with water, 1N hydrochloric acid and a 1N aqueous s... Reactants: Cc1cc(OC2CCN(C(=O)OC(C)(C)C)CC2)ccc1[N+](=O)[O-], CCOC(=O)C(=O)OCC, CCO, Cl, C1CCOC1. Product: CCOC(=O)C(=O)Cc1cc(OC2CCN(C(=O)OC(C)(C)C)CC2)ccc1[N+](=O)[O-]. As a reaction SMILES: [C:1]([CH3:2])([CH3:3])([CH3:4])[O:5][C:6](=[O:7])[N:8]1[CH2:9][CH2:10][CH:11]([O:14][c:15]2[cH:16][c:17]([CH3:24])[c:18]([N+:21](=[O:22])[O-:23])[cH:19][cH:20]2)[CH2:12][CH2:13]1.[CH2:25]([CH3:26])[O:27][C:28]([C:29](=[O:30])[O:31][CH2:32][CH3:33])=[O:34].[CH3:35][CH2:36][OH:37].[ClH:38].[O:39]1[CH2:40][CH2:41][CH2:42][CH2:43]1>>[C:1]([CH3:2])([CH3:3])([CH3:4])[O:5][C:6](=[O:7])[N:8]1[CH2:9][CH2:10][CH:11]([O:14][c:15]2[cH:16][c:17]([CH2:24][C:29]([C:28]([O:27][CH2:25][CH3:26])=[O:34])=[O:30])[c:18]([N+:21](=[O:22])[O-:23])[cH:19][cH:20]2)[CH2:12][CH2:13]1. Reactants: [BH3-]C#N, CC(C)=O, CO, COc1cccc(C(=O)N(CC=O)c2ccccc2OC)c1, O=C(c1ccc(F)cc1)C1CCNCC1, [Na+]. Yields the product COc1cccc(C(=O)N(CCN2CCC(C(=O)c3ccc(F)cc3)CC2)c2ccccc2OC)c1. Reaction SMILES: [C:38]([BH3-:39])#[N:40].[CH3:42][C:43](=[O:44])[CH3:45].[CH3:46][OH:47].[CH:1](=[O:2])[CH2:3][N:4]([C:5]([c:6]1[cH:7][c:8]([O:12][CH3:13])[cH:9][cH:10][cH:11]1)=[O:14])[c:15]1[c:16]([O:21][CH3:22])[cH:17][cH:18][cH:19][cH:20]1.[F:23][c:24]1[cH:25][cH:26][c:27]([C:28](=[O:29])[CH:30]2[CH2:31][CH2:32][NH:33][CH2:34][CH2:35]2)[cH:36][cH:37]1.[Na+:41]>>[CH2:1]([CH2:3][N:4]([C:5]([c:6]1[cH:7][c:8]([O:12][CH3:13])[cH:9][cH:10][cH:11]1)=[O:14])[c:15]1[c:16]([O:21][CH3:22])[cH:17][cH:18][cH:19][cH:20]1)[N:33]1[CH2:32][CH2:31][CH:30]([C:28]([c:27]2[cH:26][cH:25][c:24]([F:23])[cH:37][cH:36]2)=[O:29])[CH2:35][CH2:34]1. Reactants: ClCCl, COC1=C(c2ccccc2)C(CCC(=O)O)OC1=O, CCOCC, C=[N+]=[N-], O=S(Cl)Cl. The product is COC1=C(c2ccccc2)C(CCC(=O)C=[N+]=[N-])OC1=O. Reaction SMILES: [CH2:27]([Cl:28])[Cl:29].[CH3:1][O:2][C:3]1=[C:4]([c:14]2[cH:15][cH:16][cH:17][cH:18][cH:19]2)[CH:5]([CH2:9][CH2:10][C:11](=[O:12])[OH:13])[O:6][C:7]1=[O:8].[CH3:30][CH2:31][O:32][CH2:33][CH3:34].[N+:20](=[N-:21])=[CH2:22].[S:23]([Cl:24])([Cl:25])=[O:26]>>[CH3:1][O:2][C:3]1=[C:4]([c:14]2[cH:15][cH:16][cH:17][cH:18][cH:19]2)[CH:5]([CH2:9][CH2:10][C:11](=[O:13])[CH:22]=[N+:20]=[N-:21])[O:6][C:7]1=[O:8]. Reactants: NC=1N(C(C2(C3=CC(=CC=C3OC=3C=CC(=CC23)Br)OC)N1)=O)C (2-amino-2′-bromo-7′-methoxy-1-methylspiro[imidazole-4,9′-xanthen]-5(1H)-one), N1=CN=CC(=C1)B(O)O (pyrimidin-5-ylboronic acid), C([O-])([O-])=O.[Na+].[Na+] (Sodium carbonate), COCCOC (DME). Reagents/catalysts: C=1C=CC(=CC1)[P](C=2C=CC=CC2)(C=3C=CC=CC3)[Pd]([P](C=4C=CC=CC4)(C=5C=CC=CC5)C=6C=CC=CC6)([P](C=7C=CC=CC7)(C=8C=CC=CC8)C=9C=CC=CC9)[P](C=1C=CC=CC1)(C=1C=CC=CC1)C=1C=CC=CC1 (tetrakis(triphenylphosphine)palladium(0)). Solvent: CCOC(=O)C (EtOAc), O (water). Reaction conditions: temperature 85 celsius. Product: NC=1N(C(C2(C3=CC(=CC=C3OC=3C=CC(=CC23)OC)C=2C=NC=NC2)N1)=O)C (2-amino-2′-methoxy-1-methyl-7′-(pyrimidin-5-yl)spiro[imidazole-4,9′-xanthen]-5(1H)-one). As a reaction SMILES: [NH2:1][C:2]1[N:3]([CH3:24])[C:4](=[O:23])[C:5]2([N:22]=1)[C:18]1[CH:17]=[C:16](Br)[CH:15]=[CH:14][C:13]=1[O:12][C:11]1[C:6]2=[CH:7][C:8]([O:20][CH3:21])=[CH:9][CH:10]=1.[N:25]1[CH:30]=[C:29](B(O)O)[CH:28]=[N:27][CH:26]=1.COCCOC.C(=O)([O-])[O-].[Na+].[Na+]>CCOC(C)=O.O.C1C=CC([P]([Pd]([P](C2C=CC=CC=2)(C2C=CC=CC=2)C2C=CC=CC=2)([P](C2C=CC=CC=2)(C2C=CC=CC=2)C2C=CC=CC=2)[P](C2C=CC=CC=2)(C2C=CC=CC=2)C2C=CC=CC=2)(C2C=CC=CC=2)C2C=CC=CC=2)=CC=1>[NH2:1][C:2]1[N:3]([CH3:24])[C:4](=[O:23])[C:5]2([N:22]=1)[C:6]1[CH:7]=[C:8]([O:20][CH3:21])[CH:9]=[CH:10][C:11]=1[O:12][C:13]1[C:18]2=[CH:17][C:16]([C:29]2[CH:30]=[N:25][CH:26]=[N:27][CH:28]=2)=[CH:15][CH:14]=1 |f:3.4.5,^1:56,58,77,96|. Procedure: A 15 ml resealable vial was charged with 2-amino-2′-bromo-7′-methoxy-1-methylspiro[imidazole-4,9′-xanthen]-5(1H)-one (87 mg, 224 μmol), pyrimidin-5-ylboronic acid (56 mg, 448 μmol) and tetrakis(triphenylphosphine)palladium(0) (26 mg, 22 μmol). DME (1 ml) was added to the mixture, and the vial was capped with argon. Sodium carbonate (2M aq. solution) (336 μl, 672 μmol) was added and the vial was sealed and heated at 85° C. for 16 hr. The heterogeneous mixture was cooled to RT, diluted with 5 ml E...